This data is from the Open Reaction Database (ORD), a public repository of structured organic reaction records. The task is: describe an organic reaction: reactants, conditions, products, and yield The reactants are ClC1=NC=C(C=C1)F (2-chloro-5-fluoropyridine), C1(=CC=CC=C1)COC(N(C)CC1=CC=C(C=C1)C=1C=C2[C@@H](C[C@@H](N(C2=CC1)C(C)=O)C)N)=O (phenylmethyl({4-[(2S,4R)-1-acetyl-4-amino-2-methyl-1,2,3,4-tetrahydro-6-quinolinyl]phenyl}methyl)methylcarbamate), C=1C=CC(=CC1)P(C=2C=CC=CC2)C3=CC=C4C=CC=CC4=C3C5=C6C=CC=CC6=CC=C5P(C=7C=CC=CC7)C=8C=CC=CC8 (BINAP), intermediate 80, CC(C)([O-])C.[Na+] (sodium tert-butoxide). Reagents/catalysts: C=1C=CC(=CC1)/C=C/C(=O)/C=C/C2=CC=CC=C2.C=1C=CC(=CC1)/C=C/C(=O)/C=C/C2=CC=CC=C2.C=1C=CC(=CC1)/C=C/C(=O)/C=C/C2=CC=CC=C2.[Pd].[Pd] (tris(dibenzylideneacetone)dipalladium(0)). Solvent: C1(=CC=CC=C1)C (toluene). Conditions: temperature 110 celsius, time 22 hour. The product is C1(=CC=CC=C1)COC(N(C)CC1=CC=C(C=C1)C=1C=C2[C@@H](C[C@@H](N(C2=CC1)C(C)=O)C)NC1=NC=C(C=C1)F)=O (phenylmethyl[(4-{(2S,4R)-1-acetyl-4-[(5-fluoro-2-pyridinyl)amino]-2-methyl-1,2,3,4-tetrahydro-6-quinolinyl}phenyl)methyl]methylcarbamate). Yield: 35.0%. RXN SMILES: [C:1]1([CH2:7][O:8][C:9](=[O:34])[N:10]([CH2:12][C:13]2[CH:18]=[CH:17][C:16]([C:19]3[CH:20]=[C:21]4[C:26](=[CH:27][CH:28]=3)[N:25]([C:29](=[O:31])[CH3:30])[C@@H:24]([CH3:32])[CH2:23][C@H:22]4[NH2:33])=[CH:15][CH:14]=2)[CH3:11])[CH:6]=[CH:5][CH:4]=[CH:3][CH:2]=1.CC(C)([O-])C.[Na+].C1C=CC(P(C2C(C3C(P(C4C=CC=CC=4)C4C=CC=CC=4)=CC=C4C=3C=CC=C4)=C3C(C=CC=C3)=CC=2)C2C=CC=CC=2)=CC=1.Cl[C:88]1[CH:93]=[CH:92][C:91]([F:94])=[CH:90][N:89]=1>C1C=CC(/C=C/C(/C=C/C2C=CC=CC=2)=O)=CC=1.C1C=CC(/C=C/C(/C=C/C2C=CC=CC=2)=O)=CC=1.C1C=CC(/C=C/C(/C=C/C2C=CC=CC=2)=O)=CC=1.[Pd].[Pd].C1(C)C=CC=CC=1>[C:1]1([CH2:7][O:8][C:9](=[O:34])[N:10]([CH2:12][C:13]2[CH:14]=[CH:15][C:16]([C:19]3[CH:20]=[C:21]4[C:26](=[CH:27][CH:28]=3)[N:25]([C:29](=[O:31])[CH3:30])[C@@H:24]([CH3:32])[CH2:23][C@H:22]4[NH:33][C:88]3[CH:93]=[CH:92][C:91]([F:94])=[CH:90][N:89]=3)=[CH:17][CH:18]=2)[CH3:11])[CH:6]=[CH:5][CH:4]=[CH:3][CH:2]=1 |f:1.2,5.6.7.8.9|. Procedure: A flask was charged with phenylmethyl({4-[(2S,4R)-1-acetyl-4-amino-2-methyl-1,2,3,4-tetrahydro-6-quinolinyl]phenyl}methyl)methylcarbamate (for a preparation see intermediate 80) (100 mg, 0.219 mmol), sodium tert-butoxide (31.5 mg, 0.328 mmol), racemic BINAP (6.80 mg, 10.93 μmol), tris(dibenzylideneacetone)dipalladium(0) (10.01 mg, 10.93 μmol) and 2-chloro-5-fluoropyridine (0.033 mL, 0.328 mmol), then filled with toluene (2 mL) and the resulting mixture was stirred at 110° C. for 22 h then cooled... Reactants: BrCc1ccccc1, Cn1cnc(-c2ccccc2)c1, Cc1ccccc1. Product: [Br-], C[n+]1cc(-c2ccccc2)n(Cc2ccccc2)c1. RXN SMILES: [Br:13][CH2:14][c:15]1[cH:16][cH:17][cH:18][cH:19][cH:20]1.[CH3:1][n:2]1[cH:3][n:4][c:5](-[c:7]2[cH:8][cH:9][cH:10][cH:11][cH:12]2)[cH:6]1.[CH3:21][c:22]1[cH:23][cH:24][cH:25][cH:26][cH:27]1>>[Br-:13].[CH3:1][n+:2]1[cH:3][n:4]([CH2:14][c:15]2[cH:16][cH:17][cH:18][cH:19][cH:20]2)[c:5](-[c:7]2[cH:8][cH:9][cH:10][cH:11][cH:12]2)[cH:6]1. The reactants are CS(=O)C (DMSO), CS(=O)(=O)OC1(CN(C1)C(C1=CC=CC=C1)C1=CC=CC=C1)C1=CC=C(C=C1)C1=NOC(C1)(C(F)(F)F)C1=CC(=C(C(=C1)Cl)Cl)Cl (1-benzhydryl-3-(4-(5-(3,4,5-trichlorophenyl)-5-(trifluoromethyl)-4,5-dihydroisoxazol-3-yl)phenyl)azetidin-3-yl methanesulfonate), [N-]=[N+]=[N-].[Na+] (sodium azide). Solvent: C(Cl)Cl (CH2Cl2), C(=O)(O)[O-].[Na+] (NaHCO3). Reaction conditions: time 1.5 hour. Product: product, N(=[N+]=[N-])C1(CN(C1)C(C1=CC=CC=C1)C1=CC=CC=C1)C1=CC=C(C=C1)C1=NOC(C1)(C(F)(F)F)C1=CC(=C(C(=C1)Cl)Cl)Cl (3-(4-(3-azido-1-benzhydrylazetidin-3-yl)phenyl)-5-(3,4,5-trichlorophenyl)-5-(trifluoromethyl)-4,5-dihydroisoxazole). Yield: 63.0%. As a reaction SMILES: CS(O[C:6]1([C:23]2[CH:28]=[CH:27][C:26]([C:29]3[CH2:33][C:32]([C:38]4[CH:43]=[C:42]([Cl:44])[C:41]([Cl:45])=[C:40]([Cl:46])[CH:39]=4)([C:34]([F:37])([F:36])[F:35])[O:31][N:30]=3)=[CH:25][CH:24]=2)[CH2:9][N:8]([CH:10]([C:17]2[CH:22]=[CH:21][CH:20]=[CH:19][CH:18]=2)[C:11]2[CH:16]=[CH:15][CH:14]=[CH:13][CH:12]=2)[CH2:7]1)(=O)=O.[N-:47]=[N+:48]=[N-:49].[Na+].CS(C)=O>C(Cl)Cl.C([O-])(O)=O.[Na+]>[N:47]([C:6]1([C:23]2[CH:28]=[CH:27][C:26]([C:29]3[CH2:33][C:32]([C:38]4[CH:43]=[C:42]([Cl:44])[C:41]([Cl:45])=[C:40]([Cl:46])[CH:39]=4)([C:34]([F:37])([F:36])[F:35])[O:31][N:30]=3)=[CH:25][CH:24]=2)[CH2:9][N:8]([CH:10]([C:17]2[CH:22]=[CH:21][CH:20]=[CH:19][CH:18]=2)[C:11]2[CH:16]=[CH:15][CH:14]=[CH:13][CH:12]=2)[CH2:7]1)=[N+:48]=[N-:49] |f:1.2,5.6|. Procedure: To a solution of 1.19 grams (1.88 mmole, 1.0 eq) of 1-benzhydryl-3-(4-(5-(3,4,5-trichlorophenyl)-5-(trifluoromethyl)-4,5-dihydroisoxazol-3-yl)phenyl)azetidin-3-ol in 17 mL of CH2Cl2 was added 500 μL (2.8 mmole, 1.5 eq) of diisopropyl-ethylamine, neat via syringe, followed by 438 mg (2.5 mmole, 1.3 eq) of methylsulfonic anhydride solid. After stirring 3.5 hours at room temperature an aliquot of the reaction mixture was placed in 1.0 mL of methanol and analyzed via LC/MS. The chromatograph indicat... The reactants are C(C)(=O)OC=1C=C(C=CC(=O)O)C=CC1OC(C)=O (3,4-diacetoxycinnamic acid), C(\C=C\C1=CC(O)=C(O)C=C1)(=O)O (caffeic acid), P(=O)(OCC)(OCC)Cl (diethyl chlorophosphate), CN(CCN[C@@H]1CC[C@H](CC1)C)C (N-(2-dimethylaminoethyl)-trans-4-methylcyclohexylamine). Reagents/catalysts: CN(C1=CC=NC=C1)C (4-dimethylaminopyridine). Run in C(Cl)Cl (methylene chloride), C(C)N(CC)CC (triethylamine). Yields the product CN(CCN(C(C=CC1=CC(=C(C=C1)OC(C)=O)OC(C)=O)=O)[C@@H]1CC[C@H](CC1)C)C (N-(2-dimethylaminoethyl)-N-(trans-4-methylcyclohexyl)-3,4-diacetoxycinnamamide). As a reaction SMILES: [C:1]([O:4][C:5]1[CH:6]=[C:7]([CH:13]=[CH:14][C:15]=1[O:16][C:17](=[O:19])[CH3:18])[CH:8]=[CH:9][C:10]([OH:12])=O)(=[O:3])[CH3:2].C(O)(=O)/C=C/C1C=CC(O)=C(O)C=1.P(Cl)(OCC)(OCC)=O.[CH3:42][N:43]([CH3:54])[CH2:44][CH2:45][NH:46][C@H:47]1[CH2:52][CH2:51][C@H:50]([CH3:53])[CH2:49][CH2:48]1>CN(C)C1C=CN=CC=1.C(Cl)Cl.C(N(CC)CC)C>[CH3:42][N:43]([CH3:54])[CH2:44][CH2:45][N:46]([C@H:47]1[CH2:48][CH2:49][C@H:50]([CH3:53])[CH2:51][CH2:52]1)[C:10](=[O:12])[CH:9]=[CH:8][C:7]1[CH:13]=[CH:14][C:15]([O:16][C:17](=[O:19])[CH3:18])=[C:5]([O:4][C:1](=[O:3])[CH3:2])[CH:6]=1. Procedure details: Using 3.4 g of 3,4-diacetoxycinnamic acid derived from caffeic acid by the acetylation thereof, 2.8 ml of diethyl chlorophosphate, 2.7 ml of triethylamine, 100 ml of methylene chloride, 3.0 ml of N-(2-dimethylaminoethyl)-trans-4-methylcyclohexylamine (Example 78), and 0.5 g of 4-dimethylaminopyridine, a reaction similar to that conducted in Example 81 was carried out. As a result, 0.68 g of N-(2-dimethylaminoethyl)-N-(trans-4-methylcyclohexyl)-3,4-diacetoxycinnamamide (a compound of the present ...